This data is from the Open Reaction Database (ORD), a public repository of structured organic reaction records. The task is: describe an organic reaction: reactants, conditions, products, and yield The product is CC(C)(C)c1cn(N=Cc2cccnc2)c(=O)[nH]1. As a reaction SMILES: [CH3:21][CH2:22][OH:23].[CH:1](=[O:2])[c:3]1[cH:4][n:5][cH:6][cH:7][cH:8]1.[ClH:9].[NH2:10][n:11]1[c:12](=[O:20])[nH:13][c:14]([C:16]([CH3:17])([CH3:18])[CH3:19])[cH:15]1>>[CH:1]([c:3]1[cH:4][n:5][cH:6][cH:7][cH:8]1)=[N:10][n:11]1[c:12](=[O:20])[nH:13][c:14]([C:16]([CH3:17])([CH3:18])[CH3:19])[cH:15]1. The reactants are CCO, O=Cc1cccnc1, Cl, CC(C)(C)c1cn(N)c(=O)[nH]1. Starting materials: Cc1ccccc1, O=Cc1ccccc1, Nc1cc(C(F)(F)F)cc2ncn(-c3ccccc3)c12, Cc1ccc(S(=O)(=O)O)cc1. The product is FC(F)(F)c1cc(N=Cc2ccccc2)c2c(c1)ncn2-c1ccccc1. RXN SMILES: [CH3:40][c:41]1[cH:42][cH:43][cH:44][cH:45][cH:46]1.[CH:21](=[O:22])[c:23]1[cH:24][cH:25][cH:26][cH:27][cH:28]1.[NH2:1][c:2]1[cH:3][c:4]([C:17]([F:18])([F:19])[F:20])[cH:5][c:6]2[c:7]1[n:8](-[c:11]1[cH:12][cH:13][cH:14][cH:15][cH:16]1)[cH:9][n:10]2.[c:29]1([CH3:30])[cH:31][cH:32][c:33]([S:34]([OH:35])(=[O:36])=[O:37])[cH:38][cH:39]1>>[N:1]([c:2]1[cH:3][c:4]([C:17]([F:18])([F:19])[F:20])[cH:5][c:6]2[c:7]1[n:8](-[c:11]1[cH:12][cH:13][cH:14][cH:15][cH:16]1)[cH:9][n:10]2)=[CH:21][c:23]1[cH:24][cH:25][cH:26][cH:27][cH:28]1. Reactants: FC1=CC=C(CC2=CN=C3C(=C(C(N(C3=C2)CCN2C(CCC2)=O)=O)C(=O)OCC)O)C=C1 (ethyl 7-(4-fluorobenzyl)-4-hydroxy-2-oxo-1-[2-(2-oxopyrrolidin-1-yl)ethyl]-1,2-dihydro-1,5-naphthyridine-3-carboxylate), NC(CO)CO (2-amino-1,3-propanediol). Product: FC1=CC=C(C=C1)CC1=CN=C2C(=C(C(N(C2=C1)CCN1C(CCC1)=O)=O)C(=O)NC(CO)CO)O (7-[(4-fluorophenyl)methyl]-4-hydroxy-N-[2-hydroxy-1-(hydroxymethyl)ethyl]-2-oxo-1-[2-(2-oxo-1-pyrrolidinyl)ethyl]-1,2-dihydro-1,5-naphthyridine-3-carboxamide). Reaction SMILES: [F:1][C:2]1[CH:33]=[CH:32][C:5]([CH2:6][C:7]2[CH:16]=[C:15]3[C:10]([C:11]([OH:31])=[C:12]([C:26](OCC)=[O:27])[C:13](=[O:25])[N:14]3[CH2:17][CH2:18][N:19]3[CH2:23][CH2:22][CH2:21][C:20]3=[O:24])=[N:9][CH:8]=2)=[CH:4][CH:3]=1.[NH2:34][CH:35]([CH2:38][OH:39])[CH2:36][OH:37]>>[F:1][C:2]1[CH:3]=[CH:4][C:5]([CH2:6][C:7]2[CH:16]=[C:15]3[C:10]([C:11]([OH:31])=[C:12]([C:26]([NH:34][CH:35]([CH2:38][OH:39])[CH2:36][OH:37])=[O:27])[C:13](=[O:25])[N:14]3[CH2:17][CH2:18][N:19]3[CH2:23][CH2:22][CH2:21][C:20]3=[O:24])=[N:9][CH:8]=2)=[CH:32][CH:33]=1. Reported procedure: This compound was prepared from ethyl 7-(4-fluorobenzyl)-4-hydroxy-2-oxo-1-[2-(2-oxopyrrolidin-1-yl)ethyl]-1,2-dihydro-1,5-naphthyridine-3-carboxylate and 2-amino-1,3-propanediol using conditions similar to those employed in Example 563 to provide a white solid: ES+ MS: 499 (M+H+).